This data is from the Open Reaction Database (ORD), a public repository of structured organic reaction records. The task is: describe an organic reaction: reactants, conditions, products, and yield Reactants: O=C(CC#N)CC (3-oxopentanenitrile), C1(=CC=CC=C1)NN (phenylhydrazine). Solvent: C(C)O (ethanol). Run at temperature 90 celsius. Yields the product C(C)C1=NN(C(=C1)N)C1=CC=CC=C1 (3-ethyl-1-phenyl-1H-pyrazol-5-amine). The yield is 37.4%. RXN SMILES: O=[C:2]([CH2:6][CH3:7])[CH2:3][C:4]#[N:5].[C:8]1([NH:14][NH2:15])[CH:13]=[CH:12][CH:11]=[CH:10][CH:9]=1>C(O)C>[CH2:6]([C:2]1[CH:3]=[C:4]([NH2:5])[N:14]([C:8]2[CH:13]=[CH:12][CH:11]=[CH:10][CH:9]=2)[N:15]=1)[CH3:7]. Reported procedure: A stirred mixture of 3-oxopentanenitrile (19.42 g, 0.20 mol) and phenylhydrazine (23.62 g, 0.20 mol) in ethanol (200 mL) was heated at 90° C. for 15 h. The reaction mixture was quenched with water and extracted with dichloromethane. The combined dichloromethane layers were dried over magnesium sulfate, concentrated under reduced pressure, and dried under vacuum to afford the light yellow oil which was purified by silica gel flash column chromatography (eluting with a mixture of 20% ethyl acetate... Reactants: C(C)OC(=O)C=1N(C=C(C1)C)CC(=O)C=1C=NN(C1)C(C)(C)C (1-[2-(1-tert-butyl-1H-pyrazol-4-yl)-2-oxo-ethyl]-4-methyl-1H-pyrrole-2-carboxylic acid ethyl ester), C(C)(=O)[O-].[NH4+] (ammonium acetate), O (water). Solvent: C(C)(=O)O (acetic acid). The product is C(C)(C)(C)N1N=CC(=C1)C=1NC(C=2N(C1)C=C(C2)C)=O (3-(1-tert-butyl-1H-pyrazol-4-yl)-7-methyl-2H-pyrrolo[1,2-a]pyrazin-1-one). Reaction SMILES: C([O:3][C:4]([C:6]1[N:7]([CH2:12][C:13]([C:15]2[CH:16]=[N:17][N:18]([C:20]([CH3:23])([CH3:22])[CH3:21])[CH:19]=2)=O)[CH:8]=[C:9]([CH3:11])[CH:10]=1)=O)C.C([O-])(=O)C.[NH4+:28].O>C(O)(=O)C>[C:20]([N:18]1[CH:19]=[C:15]([C:13]2[NH:28][C:4](=[O:3])[C:6]3[N:7]([CH:8]=[C:9]([CH3:11])[CH:10]=3)[CH:12]=2)[CH:16]=[N:17]1)([CH3:23])([CH3:22])[CH3:21] |f:1.2|. Procedure: A solution of 375 mg (1.18 mmol) 1-[2-(1-tert-butyl-1H-pyrazol-4-yl)-2-oxo-ethyl]-4-methyl-1H-pyrrole-2-carboxylic acid ethyl ester and 4.89 g (63.5 mmol) ammonium acetate in 4.15 ml acetic acid is stirred for 28 hours at 110° C. The reaction mixture is allowed to cool to room temperature and excess water is added. The resulting precipitate is filtered off, washed with water and dried. It is chromatographed on a silica gel column with cyclohexane/ethyl acetate as eluent to give 3-(1-tert-butyl-1... Starting materials: CCO, Cl, [Na+], C1CCOC1, [OH-], O, CCOC(=O)C=Cc1cn(-c2ccccc2)nc1OCc1ccc(OCc2nc(-c3ccco3)oc2C)c(OC)c1. Product: COc1cc(COc2nn(-c3ccccc3)cc2C=CC(=O)O)ccc1OCc1nc(-c2ccco2)oc1C. RXN SMILES: [CH3:51][CH2:52][OH:53].[ClH:49].[Na+:48].[O:42]1[CH2:43][CH2:44][CH2:45][CH2:46]1.[OH-:47].[OH2:50].[o:1]1[c:2](-[c:6]2[o:7][c:8]([CH3:41])[c:9]([CH2:11][O:12][c:13]3[c:14]([O:39][CH3:40])[cH:15][c:16]([CH2:17][O:18][c:19]4[n:20][n:21](-[c:31]5[cH:32][cH:33][cH:34][cH:35][cH:36]5)[cH:22][c:23]4[CH:24]=[CH:25][C:26](=[O:27])[O:28][CH2:29][CH3:30])[cH:37][cH:38]3)[n:10]2)[cH:3][cH:4][cH:5]1>>[o:1]1[c:2](-[c:6]2[o:7][c:8]([CH3:41])[c:9]([CH2:11][O:12][c:13]3[c:14]([O:39][CH3:40])[cH:15][c:16]([CH2:17][O:18][c:19]4[n:20][n:21](-[c:31]5[cH:32][cH:33][cH:34][cH:35][cH:36]5)[cH:22][c:23]4[CH:24]=[CH:25][C:26](=[O:27])[OH:28])[cH:37][cH:38]3)[n:10]2)[cH:3][cH:4][cH:5]1. Starting materials: [BH4-], CCOC(=O)c1cccc(=O)n1CC, CCO, [Ca+2], [Cl-], [Cl-], [Na+]. The product is CCn1c(CO)cccc1=O. As a reaction SMILES: [BH4-:18].[CH2:1]([CH3:2])[n:3]1[c:4]([C:10](=[O:11])[O:12][CH2:13][CH3:14])[cH:5][cH:6][cH:7][c:8]1=[O:9].[CH3:20][CH2:21][OH:22].[Ca+2:17].[Cl-:15].[Cl-:16].[Na+:19]>>[CH2:1]([CH3:2])[n:3]1[c:4]([CH2:10][OH:11])[cH:5][cH:6][cH:7][c:8]1=[O:9].